Dataset: the Open Reaction Database (ORD), a public repository of structured organic reaction records. Task: describe an organic reaction: reactants, conditions, products, and yield Reactants: CS(=O)(=O)Cl, CN(C)c1ccncc1, ClCCl, O, OC1CCCc2cccnc21. Yields the product CS(=O)(=O)OC1CCCc2cccnc21. As a reaction SMILES: [CH3:12][S:13]([Cl:14])(=[O:15])=[O:16].[CH3:17][N:18]([CH3:19])[c:20]1[cH:21][cH:22][n:23][cH:24][cH:25]1.[Cl:26][CH2:27][Cl:28].[OH2:29].[n:1]1[cH:2][cH:3][cH:4][c:5]2[c:10]1[CH:9]([OH:11])[CH2:8][CH2:7][CH2:6]2>>[n:1]1[cH:2][cH:3][cH:4][c:5]2[c:10]1[CH:9]([O:11][S:13]([CH3:12])(=[O:15])=[O:16])[CH2:8][CH2:7][CH2:6]2. Reactants: [Na] (sodium), COC1=CC=C(CO)C=C1 (4-methoxybenzyl alcohol), COC1=CC=C(CO)C=C1 (4-Methoxybenzyl alcohol), [Na] (sodium), [Na] (sodium), ClC1=CC=C(C(=N1)N)[N+](=O)[O-] (6-chloro-3-nitro-2-pyridineamine), O (water). The solvent is C(C)OCC (Diethyl ether), C1(=CC=CC=C1)C (toluene), C1(=CC=CC=C1)C (toluene). Run at temperature 120 celsius, time 5 hour. Yields the product COC1=CC=C(C=C1)COC1=CC=C(C(=N1)N)[N+](=O)[O-] (6-({[4-(Methyloxy)phenyl]methyl}oxy)-3-nitro-2-pyridineamine). The yield is 60.3%. Reaction SMILES: [CH3:1][O:2][C:3]1[CH:10]=[CH:9][C:6]([CH2:7][OH:8])=[CH:5][CH:4]=1.[Na].Cl[C:13]1[N:18]=[C:17]([NH2:19])[C:16]([N+:20]([O-:22])=[O:21])=[CH:15][CH:14]=1.O>C1(C)C=CC=CC=1.C(OCC)C>[CH3:1][O:2][C:3]1[CH:10]=[CH:9][C:6]([CH2:7][O:8][C:13]2[N:18]=[C:17]([NH2:19])[C:16]([N+:20]([O-:22])=[O:21])=[CH:15][CH:14]=2)=[CH:5][CH:4]=1 |^1:10|. Procedure: 4-Methoxybenzyl alcohol (4.8 g, 34.7 mmol) was added to sodium (0.8 g, 34.7 mmol) in toluene (100 mL). After most of the sodium has dissolved 6-chloro-3-nitro-2-pyridineamine (5 g, 28.9 mmol) was added and the reaction was heated at 120° C. for 4 h. As there was still some starting material left, more anion of the 4-methoxybenzyl alcohol was prepared in a separate flask (0.6 g of sodium in 30 mL of toluene and 4 g of 4-methoxybenzyl alcohol were used) and added to the reaction at room temperatur... The reactants are FC(OC1=CC=C(CC=2C(=C(C(=C(C(=O)OC)C2)C=C)C)C)C=C1)F (methyl 5-(4-(difluoromethoxy)benzyl)-3,4-dimethyl-2-vinylbenzoate), CC(=O)C (acetone), C(C)#N (acetonitrile), I(=O)(=O)(=O)[O-].[Na+] (sodium periodate). The reagents and catalysts are [Os]=O (osmium oxide), [Os]=O (osmium oxide). The solvent is O (water). Conditions: time 8 hour. Yields the product FC(OC1=CC=C(CC=2C(=C(C(=C(C(=O)OC)C2)C=O)C)C)C=C1)F (methyl 5-(4-(difluoromethoxy)benzyl)-2-formyl-3,4-dimethylbenzoate). RXN SMILES: [F:1][CH:2]([F:25])[O:3][C:4]1[CH:24]=[CH:23][C:7]([CH2:8][C:9]2[C:10]([CH3:22])=[C:11]([CH3:21])[C:12]([CH:19]=C)=[C:13]([CH:18]=2)[C:14]([O:16][CH3:17])=[O:15])=[CH:6][CH:5]=1.CC(C)=[O:28].C(#N)C.I([O-])(=O)(=O)=O.[Na+]>[Os]=O.O>[F:25][CH:2]([F:1])[O:3][C:4]1[CH:5]=[CH:6][C:7]([CH2:8][C:9]2[C:10]([CH3:22])=[C:11]([CH3:21])[C:12]([CH:19]=[O:28])=[C:13]([CH:18]=2)[C:14]([O:16][CH3:17])=[O:15])=[CH:23][CH:24]=1 |f:3.4|. Procedure: To a solution of methyl 5-(4-(difluoromethoxy)benzyl)-3,4-dimethyl-2-vinylbenzoate (0.16 g) in a mixed solvent of acetone (3.00 mL)-acetonitrile (3.00 mL)-water (3.00 mL) were added osmium oxide (fixed catalyst I) (0.06 g) and sodium periodate (0.49 g), and the mixture was stirred overnight at room temperature. The reaction mixture was filtered, and the filtrate was extracted with ethyl acetate. The organic layer was washed with water and saturated brine, and dried over anhydrous sodium sulfate,...